This data is from the Open Reaction Database (ORD), a public repository of structured organic reaction records. The task is: describe an organic reaction: reactants, conditions, products, and yield Starting materials: CC1CN(C(=O)OC(C)(C)C)CCC1(O)c1ccc(Cl)cc1, ClCCl, O=C(O)C(F)(F)F. Product: CC1CNCCC1(O)c1ccc(Cl)cc1. As a reaction SMILES: [C:1]([O:2][C:3](=[O:4])[N:8]1[CH2:9][CH:10]([CH3:22])[C:11]([OH:14])([c:15]2[cH:16][cH:17][c:18]([Cl:21])[cH:19][cH:20]2)[CH2:12][CH2:13]1)([CH3:5])([CH3:6])[CH3:7].[Cl:30][CH2:31][Cl:32].[OH:23][C:24]([C:25]([F:26])([F:27])[F:28])=[O:29]>>[NH:8]1[CH2:9][CH:10]([CH3:22])[C:11]([OH:14])([c:15]2[cH:16][cH:17][c:18]([Cl:21])[cH:19][cH:20]2)[CH2:12][CH2:13]1. Reactants: ClC1=NC(=C2N=CN(C2=N1)C1CCCC1)Cl (2,6-dichloro-9-cyclopentylpurine), C(CCC)N (n-butylamine). The solvent is C(C)N(CC)CC (triethylamine). Yields the product ClC1=NC(=C2N=CN(C2=N1)C1CCCC1)NCCCC (2-Chloro-6-(butylamino)-9-cyclopentylpurine). Reaction SMILES: [Cl:1][C:2]1[N:10]=[C:9]2[C:5]([N:6]=[CH:7][N:8]2[CH:11]2[CH2:15][CH2:14][CH2:13][CH2:12]2)=[C:4](Cl)[N:3]=1.[CH2:17]([NH2:21])[CH2:18][CH2:19][CH3:20]>C(N(CC)CC)C>[Cl:1][C:2]1[N:10]=[C:9]2[C:5]([N:6]=[CH:7][N:8]2[CH:11]2[CH2:15][CH2:14][CH2:13][CH2:12]2)=[C:4]([NH:21][CH2:17][CH2:18][CH2:19][CH3:20])[N:3]=1. Procedure details: 2-Chloro-6-(butylamino)-9-cyclopentylpurine is prepared from 2,6-dichloro-9-cyclopentylpurine, n-butylamine, and triethylamine essentially as described above in Example 1, Scheme A, step b. Reactants: CO, O=C(Cn1cccc1C(=O)C(Cl)(Cl)Cl)c1ccc(C(F)(F)F)cn1, Cl, [Na+], [OH-], O. Yields the product COC(=O)c1cccn1CC(=O)c1ccc(C(F)(F)F)cn1. RXN SMILES: [CH3:28][OH:29].[Cl:1][C:2]([C:3](=[O:4])[c:5]1[n:6]([CH2:10][C:11]([c:12]2[n:13][cH:14][c:15]([C:18]([F:19])([F:20])[F:21])[cH:16][cH:17]2)=[O:22])[cH:7][cH:8][cH:9]1)([Cl:23])[Cl:24].[ClH:27].[Na+:26].[OH-:25].[OH2:30]>>[C:3]([O:4][CH3:28])([c:5]1[n:6]([CH2:10][C:11]([c:12]2[n:13][cH:14][c:15]([C:18]([F:19])([F:20])[F:21])[cH:16][cH:17]2)=[O:22])[cH:7][cH:8][cH:9]1)=[O:25]. Procedure: An ambient solution of oxazole (1.00 g, 14.5 mmol) and borane●tetrahydrofuran complex (14.5 mL, 14.5 mmol, 1 M in tetrahydrofuran) was stirred for 30 min. The reaction was cooled to −78° C., and n-butyllithium (9.5 mL, 15.2 mmol, 1.6 M in hexane) was added dropwise. After 30 minutes, cyclopentanone (1.42 mL, 16.0 mmol) was added dropwise. After 30 minutes, the cold (−78° C.) reaction was quenched by the addition of 5% acetic acid in ethanol (70 mL) and warmed to room temperature. The solution wa... The reactants are C1(CCCC1)=O (cyclopentanone), O1C=NC=C1 (oxazole), B (borane), C(CCC)[Li] (n-butyllithium). RXN SMILES: [O:1]1[CH:5]=[CH:4][N:3]=[CH:2]1.B.C([Li])CCC.[C:12]1(=[O:17])[CH2:16][CH2:15][CH2:14][CH2:13]1>>[O:1]1[CH:5]=[CH:4][N:3]=[C:2]1[C:12]1([OH:17])[CH2:16][CH2:15][CH2:14][CH2:13]1. Run at temperature -78 celsius, time 30 minute. Yields the product O1C(=NC=C1)C1(CCCC1)O (1-(oxazol-2-yl)cyclopentanol). Reaction SMILES: [CH2:1]([N:4]([CH2:20][CH2:21][CH3:22])[CH:5]1[CH2:13][C:12]2[C:7](=[CH:8][C:9]([C:17]([O-:19])=O)=[C:10]([C:14]([O-])=[O:15])[CH:11]=2)[CH2:6]1)[CH2:2][CH3:3].[CH2:23]([NH2:31])[CH2:24][C:25]1[CH:30]=[CH:29][CH:28]=[CH:27][CH:26]=1.Cl>>[CH2:1]([N:4]([CH2:20][CH2:21][CH3:22])[CH:5]1[CH2:13][C:12]2=[CH:11][C:10]3[C:14](=[O:15])[N:31]([CH2:23][CH2:24][C:25]4[CH:30]=[CH:29][CH:28]=[CH:27][CH:26]=4)[C:17](=[O:19])[C:9]=3[CH:8]=[C:7]2[CH2:6]1)[CH2:2][CH3:3]. Procedure details: Using procedure 49, 2-(dipropylamino)-2,3-dihydro-1H-indene-5,6-dicarboxylate (92, 0.35 g, 1.0 mmol) was treated with phenethylamine (0.16 mL, 1.3 mmol). Purification using silica gel, eluting with 3:1 CH2Cl2 /acetone, afforded an oil that was converted to an HCl salt and recrystallized from hot MeOH/EtOAc to give 112 as a white solid (m.p. 235-240° C.). Yields the product C(CC)N(C1CC=2C(=CC=3C(N(C(C3C2)=O)CCC2=CC=CC=C2)=O)C1)CCC (6-(Dipropylamino)-6,7-dihydro-2-(2-phenylethyl)cyclopent[f]isoindole-1,3(2H,5H)-dione). The reactants are C(CC)N(C1CC2=CC(=C(C=C2C1)C(=O)[O-])C(=O)[O-])CCC (2-(dipropylamino)-2,3-dihydro-1H-indene-5,6-dicarboxylate), C(CC1=CC=CC=C1)N (phenethylamine), Cl (HCl).